Dataset: the Open Reaction Database (ORD), a public repository of structured organic reaction records. Task: describe an organic reaction: reactants, conditions, products, and yield Starting materials: Fc1ccc(C2(Cn3ccnc3)CO2)c(F)c1, CN(C)C=O, O=Cc1ccc(O)cc1. Product: O=Cc1ccc(OCC(O)(Cn2ccnc2)c2ccc(F)cc2F)cc1. RXN SMILES: [F:1][c:2]1[c:3]([C:9]2([CH2:12][n:13]3[cH:14][n:15][cH:16][cH:17]3)[O:10][CH2:11]2)[cH:4][cH:5][c:6]([F:8])[cH:7]1.[O:27]=[CH:28][N:29]([CH3:30])[CH3:31].[OH:18][c:19]1[cH:20][cH:21][c:22]([CH:23]=[O:24])[cH:25][cH:26]1>>[F:1][c:2]1[c:3]([C:9]([OH:10])([CH2:11][O:18][c:19]2[cH:20][cH:21][c:22]([CH:23]=[O:24])[cH:25][cH:26]2)[CH2:12][n:13]2[cH:14][n:15][cH:16][cH:17]2)[cH:4][cH:5][c:6]([F:8])[cH:7]1. The reactants are [H][H] (hydrogen), [N+](=O)([O-])C=1C=C(C(=O)N)C=C(C1OC1=CC=CC=C1)S(N)(=O)=O (3-nitro-4-phenoxy-5-sulphamyl-benzamide), [H][H] (hydrogen). Reagents/catalysts: Pd on-carbon. Solvent: O (water). Product: NC=1C=C(C(=O)N)C=C(C1OC1=CC=CC=C1)S(N)(=O)=O (3-amino-4-phenoxy-5-sulphamyl-benzamide). Reaction SMILES: [N+:1]([C:4]1[CH:5]=[C:6]([CH:10]=[C:11]([S:20](=[O:23])(=[O:22])[NH2:21])[C:12]=1[O:13][C:14]1[CH:19]=[CH:18][CH:17]=[CH:16][CH:15]=1)[C:7]([NH2:9])=[O:8])([O-])=O.[H][H]>O>[NH2:1][C:4]1[CH:5]=[C:6]([CH:10]=[C:11]([S:20](=[O:23])(=[O:22])[NH2:21])[C:12]=1[O:13][C:14]1[CH:19]=[CH:18][CH:17]=[CH:16][CH:15]=1)[C:7]([NH2:9])=[O:8]. Procedure details: To a suspension of 3-nitro-4-phenoxy-5-sulphamyl-benzamide (2.4 g) in water (25 ml) 1N lithium hydroxide (10 ml) was added. The resulting solution was hydrogenated at room temperature and at 1.1 atmospheres hydrogen pressure after addition of Pd-on-carbon catalyst (0.2 g catalyst containing 10% Pd). After the hydrogen uptake had become negligible, the catalyst was removed by filtration, and the filtrate was then adjusted to pH 7.5 by addition of 4N hydrochloric acid. The precipitated 3-amino-4-p... Starting materials: ClCCCBr, O=C([O-])[O-], Cc1nc2cc(O)ccc2s1, CC#N, [K+], [K+]. Yields the product Cc1nc2cc(OCCCCl)ccc2s1. RXN SMILES: [Br:12][CH2:13][CH2:14][CH2:15][Cl:16].[C:17](=[O:18])([O-:19])[O-:20].[CH3:1][c:2]1[s:3][c:4]2[c:5]([n:6]1)[cH:7][c:8]([OH:11])[cH:9][cH:10]2.[CH3:23][C:24]#[N:25].[K+:21].[K+:22]>>[CH3:1][c:2]1[s:3][c:4]2[c:5]([n:6]1)[cH:7][c:8]([O:11][CH2:13][CH2:14][CH2:15][Cl:16])[cH:9][cH:10]2. Starting materials: COc1ccccc1-c1nc2ccc(Br)cc2c(=O)[nH]1, CN(C)c1ccccc1, CCOC(C)=O, O=P(Cl)(Cl)Cl, c1ccccc1. The product is COc1ccccc1-c1nc(Cl)c2cc(Br)ccc2n1. As a reaction SMILES: [Br:1][c:2]1[cH:3][c:4]2[c:5](=[O:20])[nH:6][c:7](-[c:12]3[c:13]([O:18][CH3:19])[cH:14][cH:15][cH:16][cH:17]3)[n:8][c:9]2[cH:10][cH:11]1.[CH3:26][N:27]([c:28]1[cH:29][cH:30][cH:31][cH:32][cH:33]1)[CH3:34].[CH3:41][CH2:42][O:43][C:44]([CH3:45])=[O:46].[P:21]([Cl:22])([Cl:23])([Cl:24])=[O:25].[cH:35]1[cH:36][cH:37][cH:38][cH:39][cH:40]1>>[Br:1][c:2]1[cH:3][c:4]2[c:5]([Cl:23])[n:6][c:7](-[c:12]3[c:13]([O:18][CH3:19])[cH:14][cH:15][cH:16][cH:17]3)[n:8][c:9]2[cH:10][cH:11]1. Reactants: ClC1=CC=C(C=C1)B(O)O ((4-chlorophenyl)boronic acid), FC(S(=O)(=O)OC1=CC=C(C=C1)[C@@H]1CCCN2C1=NS(CC2)(=O)=O)(F)F (4-[(9S)-2,2-dioxido-3,4,6,7,8,9-hexahydropyrido[2,1-c][1,2,4]thiadiazin-9-yl]phenyl trifluoromethanesulfonate), C([O-])([O-])=O.[Na+].[Na+] (sodium carbonate). The reagents and catalysts are C=1C=CC(=CC1)[P](C=2C=CC=CC2)(C=3C=CC=CC3)[Pd]([P](C=4C=CC=CC4)(C=5C=CC=CC5)C=6C=CC=CC6)([P](C=7C=CC=CC7)(C=8C=CC=CC8)C=9C=CC=CC9)[P](C=1C=CC=CC1)(C=1C=CC=CC1)C=1C=CC=CC1 (Tetrakis(triphenylphosphine)palladium(0)). The solvent is CCO (EtOH), O (water), CN(C)C=O (DMF). Run at temperature 50 celsius, time 16 hour. Yields the product ClC1=CC=C(C=C1)C1=CC=C(C=C1)[C@@H]1CCCN2C1=NS(CC2)(=O)=O ((9S)-9-(4′-chlorobiphenyl-4-yl)-3,4,6,7,8,9-hexahydropyrido[2,1-c][1,2,4]thiadiazine 2,2-dioxide). Yield: 29.4%. Reaction SMILES: [Cl:1][C:2]1[CH:7]=[CH:6][C:5](B(O)O)=[CH:4][CH:3]=1.FC(F)(F)S(O[C:17]1[CH:22]=[CH:21][C:20]([C@H:23]2[C:28]3=[N:29][S:30](=[O:34])(=[O:33])[CH2:31][CH2:32][N:27]3[CH2:26][CH2:25][CH2:24]2)=[CH:19][CH:18]=1)(=O)=O.C(=O)([O-])[O-].[Na+].[Na+]>CCO.O.CN(C=O)C.C1C=CC([P]([Pd]([P](C2C=CC=CC=2)(C2C=CC=CC=2)C2C=CC=CC=2)([P](C2C=CC=CC=2)(C2C=CC=CC=2)C2C=CC=CC=2)[P](C2C=CC=CC=2)(C2C=CC=CC=2)C2C=CC=CC=2)(C2C=CC=CC=2)C2C=CC=CC=2)=CC=1>[Cl:1][C:2]1[CH:7]=[CH:6][C:5]([C:17]2[CH:18]=[CH:19][C:20]([C@H:23]3[C:28]4=[N:29][S:30](=[O:34])(=[O:33])[CH2:31][CH2:32][N:27]4[CH2:26][CH2:25][CH2:24]3)=[CH:21][CH:22]=2)=[CH:4][CH:3]=1 |f:2.3.4,^1:55,57,76,95|. Procedure details: Tetrakis(triphenylphosphine)palladium(0) (16.0 mg) was added to a mixture of (4-chlorophenyl)boronic acid (76.0 mg), 4-[(9S)-2,2-dioxido-3,4,6,7,8,9-hexahydropyrido[2,1-c][1,2,4]thiadiazin-9-yl]phenyl trifluoromethanesulfonate (100 mg) and sodium carbonate (51.4 mg) in EtOH (3 mL), water (1.5 mL) and DMF (dry) (2 mL). The mixture was stirred at 50° C. under nitrogen for 16 hr. Silica-gel was added and the volatiles were removed in vacuo. The mixture supported on silica-gel was purified by column... The reactants are [BH4-], CO, O=Cc1ccccc1, CC(N)CO, [Na+], O, c1ccccc1. The product is CC(CO)NCc1ccccc1. RXN SMILES: [BH4-:15].[CH3:23][OH:24].[CH:6](=[O:7])[c:8]1[cH:9][cH:10][cH:11][cH:12][cH:13]1.[NH2:1][CH:2]([CH2:3][OH:4])[CH3:5].[Na+:16].[OH2:14].[cH:17]1[cH:18][cH:19][cH:20][cH:21][cH:22]1>>[NH:1]([CH:2]([CH2:3][OH:4])[CH3:5])[CH2:6][c:8]1[cH:9][cH:10][cH:11][cH:12][cH:13]1. The reactants are C(C1=CC=CC=C1)OC(=O)N[C@](CC(=O)OC)(CI)C (Methyl(3R)-3-benzyloxycarbonylamino-4-iodo-3-methyl-butanoate), C1(=C(C=CC=C1)P(C1=C(C=CC=C1)C)C1=C(C=CC=C1)C)C (tris(o-tolyl)phosphine), IC=1C=C(N)C=CC1C (3-iodo-4-methyl-aniline), tris(benzylideneacetone)dipalladium. Reagents/catalysts: [Zn] (zinc). Product: NC=1C=CC(=C(C1)C[C@](CC(=O)OC)(C)NC(=O)OCC1=CC=CC=C1)C (Methyl(3S)-4-(5-amino-2-methyl-phenyl)-3-benzyloxycarbonylamino-3-methyl-butanoate). RXN SMILES: [CH2:1]([O:8][C:9]([NH:11][C@@:12]([CH3:20])([CH2:18]I)[CH2:13][C:14]([O:16][CH3:17])=[O:15])=[O:10])[C:2]1[CH:7]=[CH:6][CH:5]=[CH:4][CH:3]=1.I[C:22]1[CH:23]=[C:24]([CH:26]=[CH:27][C:28]=1[CH3:29])[NH2:25].C1(C)C=CC=CC=1P(C1C=CC=CC=1C)C1C=CC=CC=1C>[Zn]>[NH2:25][C:24]1[CH:23]=[CH:22][C:28]([CH3:29])=[C:27]([CH2:18][C@@:12]([NH:11][C:9]([O:8][CH2:1][C:2]2[CH:7]=[CH:6][CH:5]=[CH:4][CH:3]=2)=[O:10])([CH3:20])[CH2:13][C:14]([O:16][CH3:17])=[O:15])[CH:26]=1. Procedure: Following the General Procedure of Description 15 (Part B), the zinc insertion product of (9c) is used in situ to cross couple with commercial 3-iodo-4-methyl-aniline (466 mg, 2.0 mmol) in the presence of tris(benzylideneacetone)dipalladium (Pd2(dba)3) (46 mg, 0.05 mmol, 2.5 mol-%) and tris(o-tolyl)phosphine (P(o-tol)3) (60 mg, 0.20 mmol, 10 mol-%) in anhydrous degassed DMF (6 mL). Filtration, aqueous work-up, and purification by silica gel column chromatography furnish the title compound (9d). Starting materials: CCOC(=O)c1cnc(S(C)(=O)=O)nc1, COCCOC, NC1CCNC1. The product is CCOC(=O)c1cnc(N2CCC(N)C2)nc1. RXN SMILES: [CH3:1][S:2](=[O:3])(=[O:4])[c:5]1[n:6][cH:7][c:8]([C:11](=[O:12])[O:13][CH2:14][CH3:15])[cH:9][n:10]1.[CH3:22][O:23][CH2:24][CH2:25][O:26][CH3:27].[NH2:16][CH:17]1[CH2:18][NH:19][CH2:20][CH2:21]1>>[c:5]1([N:19]2[CH2:18][CH:17]([NH2:16])[CH2:21][CH2:20]2)[n:6][cH:7][c:8]([C:11](=[O:12])[O:13][CH2:14][CH3:15])[cH:9][n:10]1.